Dataset: the Open Reaction Database (ORD), a public repository of structured organic reaction records. Task: describe an organic reaction: reactants, conditions, products, and yield The reactants are C(=O)(N1C=NC=C1)N1C=NC=C1 (carbonyldiimidazole), crude mixture, FC1=C(C=CC=C1F)CCC=1N(C2=NC=CC=C2C(C1)=O)CC(=O)O ([2-[2-(2,3-difluorophenyl)ethyl]-4-oxo-1,8-naphthyridin-1(4H)-yl]acetic acid), C(=O)(N1C=NC=C1)N1C=NC=C1 (carbonyldiimidazole), CC(C(=O)OC)(C)N1CCC(CC1)NCC1=CC=C(C=C1)C1=CC=C(C=C1)C(F)(F)F (methyl 2-methyl-2-[4-({[4′-(trifluoromethyl)-4-biphenylyl]methyl}amino)-1-piperidinyl]propanoate). Solvent: CC(=O)N(C)C (dimethylacetamide). Run at temperature 60 celsius, time 30 minute. The product is FC1=C(C=CC=C1F)CCC=1N(C2=NC=CC=C2C(C1)=O)CC(=O)N(C1CCN(CC1)C(C(=O)OC)(C)C)CC1=CC=C(C=C1)C1=CC=C(C=C1)C(F)(F)F (methyl 2-[4-({[2-[2-(2,3-difluorophenyl)ethyl]-4-oxo-1,8-naphthyridin-1(4H)-yl]acetyl}{[4′-(trifluoromethyl)-4-biphenylyl]methyl}amino)-1-piperidinyl]-2-methylpropanoate). Yield: 44.8%. Reaction SMILES: [F:1][C:2]1[C:7]([F:8])=[CH:6][CH:5]=[CH:4][C:3]=1[CH2:9][CH2:10][C:11]1[N:12]([CH2:22][C:23](O)=[O:24])[C:13]2[C:18]([C:19](=[O:21])[CH:20]=1)=[CH:17][CH:16]=[CH:15][N:14]=2.C(N1C=CN=C1)(N1C=CN=C1)=O.[CH3:38][C:39]([N:45]1[CH2:50][CH2:49][CH:48]([NH:51][CH2:52][C:53]2[CH:58]=[CH:57][C:56]([C:59]3[CH:64]=[CH:63][C:62]([C:65]([F:68])([F:67])[F:66])=[CH:61][CH:60]=3)=[CH:55][CH:54]=2)[CH2:47][CH2:46]1)([CH3:44])[C:40]([O:42][CH3:43])=[O:41]>CC(N(C)C)=O>[F:1][C:2]1[C:7]([F:8])=[CH:6][CH:5]=[CH:4][C:3]=1[CH2:9][CH2:10][C:11]1[N:12]([CH2:22][C:23]([N:51]([CH2:52][C:53]2[CH:58]=[CH:57][C:56]([C:59]3[CH:60]=[CH:61][C:62]([C:65]([F:67])([F:68])[F:66])=[CH:63][CH:64]=3)=[CH:55][CH:54]=2)[CH:48]2[CH2:49][CH2:50][N:45]([C:39]([CH3:38])([CH3:44])[C:40]([O:42][CH3:43])=[O:41])[CH2:46][CH2:47]2)=[O:24])[C:13]2[C:18]([C:19](=[O:21])[CH:20]=1)=[CH:17][CH:16]=[CH:15][N:14]=2. Procedure: A mixture of [2-[2-(2,3-difluorophenyl)ethyl]-4-oxo-1,8-naphthyridin-1(4H)-yl]acetic acid (Int. C2) (100 mg, 1 equiv), carbonyldiimidazole (50 mg, 1.05 equiv) and dimethylacetamide (4 ml) was stirred at 60° C. for 30 min then methyl 2-methyl-2-[4-({[4′-(trifluoromethyl)-4-biphenylyl]methyl}amino)-1-piperidinyl]propanoate (Int. B1) (132 mg, 1.05 equiv) was added and the temperature raised to 80° C. for 2 h. A further portion of carbonyldiimidazole (0.5 equiv) was added and stirring continued at 8... Reactants: CSC(C(NC1=CC=C(C=C1)C1=NOC(=N1)C)C1=CC(=C(C=C1)OC)OC)=N (2-(3,4-dimethoxyphenyl)-2-[4-(5-methyl-[1,2,4]oxadiazol-3-yl)phenylamino]thioacetimidic acid methyl ester), N1=C(C=C(C=C1C)C)C (2,4,6-collidine), ClC(=O)OC (methyl chloroformate), C(C)(=O)OCC (ethyl acetate). The reagents and catalysts are S(O)(O)(=O)=O (sulfuric acid). The solvent is C1(=CC=CC=C1)C (toluene), O (water). Conditions: temperature 80 celsius, time 15 hour. Yields the product COC(N=C(C(=NC1=CC=C(C=C1)C1=NOC(=N1)C)C1=CC(=C(C=C1)OC)OC)SC)=O ([2-(3,4-dimethoxyphenyl)-2-[4-(5-methyl-[1,2,4]oxadiazol-3-yl)phenylimino]-1-methylsulfanylethylidene]carbamic acid methyl ester). RXN SMILES: [CH3:1][S:2][C:3](=[NH:28])[CH:4]([C:18]1[CH:23]=[CH:22][C:21]([O:24][CH3:25])=[C:20]([O:26][CH3:27])[CH:19]=1)[NH:5][C:6]1[CH:11]=[CH:10][C:9]([C:12]2[N:16]=[C:15]([CH3:17])[O:14][N:13]=2)=[CH:8][CH:7]=1.N1C(C)=CC(C)=CC=1C.Cl[C:39]([O:41][CH3:42])=[O:40].C(OCC)(=O)C>C1(C)C=CC=CC=1.S(=O)(=O)(O)O.O>[CH3:42][O:41][C:39](=[O:40])[N:28]=[C:3]([S:2][CH3:1])[C:4]([C:18]1[CH:23]=[CH:22][C:21]([O:24][CH3:25])=[C:20]([O:26][CH3:27])[CH:19]=1)=[N:5][C:6]1[CH:11]=[CH:10][C:9]([C:12]2[N:16]=[C:15]([CH3:17])[O:14][N:13]=2)=[CH:8][CH:7]=1. Reported procedure: To a solution of 0.784 g of 2-(3,4-dimethoxyphenyl)-2-[4-(5-methyl-[1,2,4]oxadiazol-3-yl)phenylamino]thioacetimidic acid methyl ester in 21.1 ml of toluene there were added 0.393 ml of 2,4,6-collidine and 0.304 ml of methyl chloroformate under a nitrogen atmosphere, and the mixture was stirred at 80° C. for 15 hours. After cooling the reaction mixture, 150 ml of ethyl acetate and 50 ml of water were added and the pH was adjusted to 4 with a few drops of sulfuric acid. The organic layer was washe... Reactants: COC([C@H]1N(CCC1)C(CCC(C1=CC=C(C=C1)Br)=O)=O)=O (1-[3-(4-Bromobenzoyl)propionyl]-L-proline methyl ester), C(Cl)(Cl)(Cl)Cl (carbon tetrachloride), C(Cl)(Cl)(Cl)Cl (carbon tetrachloride), BrBr (bromine). Reagents/catalysts: Br (hydrobromic acid). The solvent is C(C)(=O)O (acetic acid). Conditions: time 2 hour. Yields the product COC([C@H]1N(CCC1)C(CC(Br)C(C1=CC=C(C=C1)Br)=O)=O)=O (1-[3-(4-Bromobenzoyl)-3-bromopropionyl]-L-proline methyl ester). As a reaction SMILES: [CH3:1][O:2][C:3](=[O:22])[C@@H:4]1[CH2:8][CH2:7][CH2:6][N:5]1[C:9](=[O:21])[CH2:10][CH2:11][C:12](=[O:20])[C:13]1[CH:18]=[CH:17][C:16]([Br:19])=[CH:15][CH:14]=1.C(Cl)(Cl)(Cl)Cl.[Br:28]Br>Br.C(O)(=O)C>[CH3:1][O:2][C:3](=[O:22])[C@@H:4]1[CH2:8][CH2:7][CH2:6][N:5]1[C:9](=[O:21])[CH2:10][CH:11]([C:12](=[O:20])[C:13]1[CH:14]=[CH:15][C:16]([Br:19])=[CH:17][CH:18]=1)[Br:28]. Procedure: To a solution of 3.52 g. of 1-[3-(4-bromobenzoyl)propionyl]-L-proline methyl ester (Example 29) in 50 ml. of carbon tetrachloride is added dropwise a solution of 0.51 ml. of bromine in 20 ml. of carbon tetrachloride. After 30 minutes 2 drops of 30% hydrobromic acid in acetic acid is added and the mixture is stirred at room temperature for 2 hours. The solvent is decanted from the resulting gum. The gum is dissolved in dichloromethane, washed twice with water, once with sodium chloride solution, ... The reactants are CCCOCCOc1ccc(OB([O-])[O-])cc1, COC(=O)C1=Cc2cc(Br)ccc2S(=O)(=O)CC1, O=C([O-])[O-], CCO, [K+], [K+], O, O, Cc1ccccc1. Product: CCCOCCOc1ccc(-c2ccc3c(c2)C=C(C(=O)OC)CCS3(=O)=O)cc1. Reaction SMILES: [B:30]([O-:31])([O-:45])[O:46][c:32]1[cH:33][cH:34][c:35]([O:38][CH2:39][CH2:40][O:41][CH2:42][CH2:43][CH3:44])[cH:36][cH:37]1.[Br:1][c:2]1[cH:3][cH:4][c:5]2[c:6]([cH:18]1)[CH:7]=[C:8]([C:14](=[O:15])[O:16][CH3:17])[CH2:9][CH2:10][S:11]2(=[O:12])=[O:13].[C:47](=[O:48])([O-:49])[O-:50].[CH2:20]([OH:21])[CH3:22].[K+:51].[K+:52].[OH2:19].[OH2:53].[c:23]1([CH3:24])[cH:25][cH:26][cH:27][cH:28][cH:29]1>>[c:2]1(-[c:32]2[cH:33][cH:34][c:35]([O:38][CH2:39][CH2:40][O:41][CH2:42][CH2:43][CH3:44])[cH:36][cH:37]2)[cH:3][cH:4][c:5]2[c:6]([cH:18]1)[CH:7]=[C:8]([C:14](=[O:15])[O:16][CH3:17])[CH2:9][CH2:10][S:11]2(=[O:12])=[O:13].